Dataset: the Open Reaction Database (ORD), a public repository of structured organic reaction records. Task: describe an organic reaction: reactants, conditions, products, and yield The reactants are C12(CC3CC(CC(C1)C3)C2)CCN2C=NC=C2 (1-[2-(adamantan-1-yl)ethyl]imidazole), CC1(C(C2CCC1C2)=CCN2C=NC=C2)C (1-[2-(3,3-dimethylbicyclo[2.2.1]heptan-2-ylidene)ethyl]imidazole), N12CC(C(CC1)CC2)CN2C=NC=C2 (1-(1-azabicyclo[2.2.2]octan-3-ylmethyl)imidazole), C12(CC(C1)CN1C=NC=C1)C=CCCC2 (1-(2-cyclohexenespirocyclobutan-3'-ylmethyl)imidazole), CC1(C2CC=C(C1C2)CN2C=NC=C2)C (1-(6,6-dimethylbicyclo[3.1.1]hept-2-en-2-ylmethyl)imidazole), CN1C2CC(CC1CC2)CN2C=NC=C2 (1-(8-methyl-8-azabicyclo[3.2.1]octan-3-ylmethyl)imidazole). The product is C12C(CC(C=C1)C2)CN2C=NC=C2 (1-(bicyclo[2.2.1]hept-5-en-2-ylmethyl)imidazole). Reaction SMILES: [C:1]12([CH2:11][CH2:12][N:13]3[CH:17]=[CH:16][N:15]=[CH:14]3)[CH2:10][CH:5]3C[CH:7]([CH2:9]C(C3)C1)[CH2:8]2.C12(CCCC=C1)CC(CN1C=CN=C1)C2.CC1(C)C2CC1CC=C2CN1C=CN=C1.CC1(C)C2CC(CC2)C1=CCN1C=CN=C1.N12CCC(CC1)C(CN1C=CN=C1)C2.CN1C2CCC1CC(CN1C=CN=C1)C2>>[CH:1]12[CH2:8][CH:7]([CH:5]=[CH:10]1)[CH2:9][CH:11]2[CH2:12][N:13]1[CH:17]=[CH:16][N:15]=[CH:14]1. Procedure details: 1-[2-(adamantan-1-yl)ethyl]imidazole, 1-(2-cyclohexenespirocyclobutan-3'-ylmethyl)imidazole, 1-(6,6-dimethylbicyclo[3.1.1]hept-2-en-2-ylmethyl)imidazole, 1-[2-(3,3-dimethylbicyclo[2.2.1]heptan-2-ylidene)ethyl]imidazole, 1-(1-azabicyclo[2.2.2]octan-3-ylmethyl)imidazole, 1-(8-methyl-8-azabicyclo[3.2.1]octan-3-ylmethyl)imidazole. Starting materials: OCCC1CCC=C1Br, O=C([O-])[O-], CCO, OB(O)c1ccccc1F, [Na+], [Na+], O, c1ccccc1, c1ccc(P(c2ccccc2)(c2ccccc2)[Pd](P(c2ccccc2)(c2ccccc2)c2ccccc2)(P(c2ccccc2)(c2ccccc2)c2ccccc2)P(c2ccccc2)(c2ccccc2)c2ccccc2)cc1. The product is OCCC1CCC=C1c1ccccc1F. As a reaction SMILES: [Br:1][C:2]1=[CH:6][CH2:5][CH2:4][CH:3]1[CH2:7][CH2:8][OH:9].[C:10](=[O:11])([O-:12])[O-:13].[CH3:32][CH2:33][OH:34].[F:16][c:17]1[c:18]([B:23]([OH:24])[OH:25])[cH:19][cH:20][cH:21][cH:22]1.[Na+:14].[Na+:15].[OH2:35].[cH:26]1[cH:27][cH:28][cH:29][cH:30][cH:31]1.[cH:36]1[cH:37][cH:38][c:39]([P:40]([Pd:41]([P:42]([c:43]2[cH:44][cH:45][cH:46][cH:47][cH:48]2)([c:49]2[cH:50][cH:51][cH:52][cH:53][cH:54]2)[c:55]2[cH:56][cH:57][cH:58][cH:59][cH:60]2)([P:61]([c:62]2[cH:63][cH:64][cH:65][cH:66][cH:67]2)([c:68]2[cH:69][cH:70][cH:71][cH:72][cH:73]2)[c:74]2[cH:75][cH:76][cH:77][cH:78][cH:79]2)[P:80]([c:81]2[cH:82][cH:83][cH:84][cH:85][cH:86]2)([c:87]2[cH:88][cH:89][cH:90][cH:91][cH:92]2)[c:93]2[cH:94][cH:95][cH:96][cH:97][cH:98]2)([c:99]2[cH:100][cH:101][cH:102][cH:103][cH:104]2)[c:105]2[cH:106][cH:107][cH:108][cH:109][cH:110]2)[cH:111][cH:112]1>>[C:2]1([c:18]2[c:17]([F:16])[cH:22][cH:21][cH:20][cH:19]2)=[CH:6][CH2:5][CH2:4][CH:3]1[CH2:7][CH2:8][OH:9].